This data is from the Open Reaction Database (ORD), a public repository of structured organic reaction records. The task is: describe an organic reaction: reactants, conditions, products, and yield RXN SMILES: [Cl:1][C:2]1[CH:10]=[CH:9][C:5]([C:6](Cl)=[O:7])=[CH:4][CH:3]=1.[CH2:11]([NH:18][C:19]([C:21]1[S:25][C:24]([NH2:26])=[N:23][C:22]=1[CH3:27])=[O:20])[C:12]1[CH:17]=[CH:16][CH:15]=[CH:14][CH:13]=1>>[CH2:11]([NH:18][C:19]([C:21]1[S:25][C:24]([NH:26][C:6](=[O:7])[C:5]2[CH:9]=[CH:10][C:2]([Cl:1])=[CH:3][CH:4]=2)=[N:23][C:22]=1[CH3:27])=[O:20])[C:12]1[CH:17]=[CH:16][CH:15]=[CH:14][CH:13]=1. Procedure: Following the procedure as described in Example 2, making variations only as required to use 4-chlorobenzoyl chloride in place of benzoyl chloride to react with 2-amino-4-methylthiazole-5-carboxylic acid benzylamide, the title compound was obtained as a white solid in 23% yield; 1H NMR (CDCl3, 300 MHz) δ 7.84 (d, J=8.5 Hz, 2H), 7.45 (d, J=8.5 Hz, 2H), 7.32-7.24 (m, 5H), 6.02 (s, 1H), 5.27 (s, 2H), 2.01 (s, 3H); MS (ES+) m/z 386.1 (M+1). The product is C(C1=CC=CC=C1)NC(=O)C1=C(N=C(S1)NC(C1=CC=C(C=C1)Cl)=O)C (2-(4-Chlorobenzoylamino)-4-methylthiazole-5-carboxylic Acid Benzylamide). Reactants: ClC1=CC=C(C(=O)Cl)C=C1 (4-chlorobenzoyl chloride), C(C1=CC=CC=C1)NC(=O)C1=C(N=C(S1)N)C (2-amino-4-methylthiazole-5-carboxylic acid benzylamide). The yield is 23.0%. Reactants: [BH3-]C#N, C1CCOC1, Cc1ccc(S(=O)(=O)NN)cc1, CO, [Cl-], [Cl-], Cc1ccc(-c2nc3ccc(C4(c5ccccc5)CC(=O)C4)nc3s2)c(F)c1, [Na+], [Zn+2]. Yields the product Cc1ccc(-c2nc3ccc(C4(c5ccccc5)CCC4)nc3s2)c(F)c1. Reaction SMILES: [C:41]([BH3-:42])#[N:43].[CH2:45]1[O:46][CH2:47][CH2:48][CH2:49]1.[CH3:1][c:2]1[cH:3][cH:4][c:5]([S:6]([NH:7][NH2:8])(=[O:9])=[O:10])[cH:11][cH:12]1.[CH3:50][OH:51].[Cl-:52].[Cl-:54].[F:13][c:14]1[c:15](-[c:21]2[s:22][c:23]3[n:24][c:25]([C:30]4([c:35]5[cH:36][cH:37][cH:38][cH:39][cH:40]5)[CH2:31][C:32](=[O:34])[CH2:33]4)[cH:26][cH:27][c:28]3[n:29]2)[cH:16][cH:17][c:18]([CH3:20])[cH:19]1.[Na+:44].[Zn+2:53]>>[F:13][c:14]1[c:15](-[c:21]2[s:22][c:23]3[n:24][c:25]([C:30]4([c:35]5[cH:36][cH:37][cH:38][cH:39][cH:40]5)[CH2:31][CH2:32][CH2:33]4)[cH:26][cH:27][c:28]3[n:29]2)[cH:16][cH:17][c:18]([CH3:20])[cH:19]1. The reactants are Brc1ccc(cn1)c2ccccc2, CC1(C)OB(OC1(C)C)C2=CCCCC2. The reagents and catalysts are CCN=P(N=P(N(C)C)(N(C)C)N(C)C)(N(C)C)N(C)C (P2-Et), CC(C)c1cc(C(C)C)c(-c2ccccc2[PH](C(C)(C)C)(C(C)(C)C)[Pd]2(OS(C)(=O)=O)Nc3ccccc3-c3ccccc32)c(C(C)C)c1 (tBuXphos G3). Solvent: CS(C)=O (DMSO), O (water), CS(C)=O (DMSO), CS(C)=O (DMSO), CS(C)=O (DMSO). Reaction conditions: time 22 hour. Yields the product C1CCC(=CC1)c2ccc(cn2)c3ccccc3, Brc1ccc(cn1)c2ccccc2, c1ccc(-c2ccccc2)cc1.